The task is: describe an organic reaction: reactants, conditions, products, and yield. This data is from the Open Reaction Database (ORD), a public repository of structured organic reaction records. Starting materials: CC(C)C(=O)Cc1ccccc1, O=Cc1cc(O)c(O)c([N+](=O)[O-])c1. Product: CC(C)C(=O)C(=Cc1cc(O)c(O)c([N+](=O)[O-])c1)c1ccccc1. As a reaction SMILES: [CH3:1][CH:2]([CH3:3])[C:4]([CH2:5][c:6]1[cH:7][cH:8][cH:9][cH:10][cH:11]1)=[O:12].[OH:13][c:14]1[cH:15][c:16]([CH:17]=[O:18])[cH:19][c:20]([N+:23](=[O:24])[O-:25])[c:21]1[OH:22]>>[CH3:1][CH:2]([CH3:3])[C:4]([C:5]([c:6]1[cH:7][cH:8][cH:9][cH:10][cH:11]1)=[CH:17][c:16]1[cH:15][c:14]([OH:13])[c:21]([OH:22])[c:20]([N+:23](=[O:24])[O-:25])[cH:19]1)=[O:12]. The product is FC1=C(C#N)C(=CC=C1)NC1=C(C=CC=C1F)F (2-Fluoro-6-(2,6-difluorophenylamino)benzonitrile). Solvent: CS(=O)C (dimethyl sulfoxide), CS(=O)C (dimethyl sulfoxide). Starting materials: FC1=C(N)C(=CC=C1)F (2,6-Difluoroaniline), FC1=C(C#N)C(=CC=C1)F (2,6-Difluorobenzonitrile). Procedure: 2,6-Difluoroaniline (1.29 g, 10 mmol) was dissolved in dimethyl sulfoxide (10 mL) and stirred under argon at room temperature. Sodium hydride, dry, 95%, (0.24 g, 10 mmol) was added in portions and the mixture was stirred at room temperature for 1 hour. 2,6-Difluorobenzonitrile (0.463 g, 3.3 mmol) dissolved in dimethyl sulfoxide (5 mL) was added and the mixture stirred at room temperature for 1.5 hours. The reaction mixture was partitioned between ethyl acetate and water, and the organic phase wa... Reaction SMILES: [F:1][C:2]1[CH:8]=[CH:7][CH:6]=[C:5]([F:9])[C:3]=1[NH2:4].[F:10][C:11]1[CH:18]=[CH:17][CH:16]=[C:15](F)[C:12]=1[C:13]#[N:14]>CS(C)=O>[F:10][C:11]1[CH:18]=[CH:17][CH:16]=[C:15]([NH:4][C:3]2[C:2]([F:1])=[CH:8][CH:7]=[CH:6][C:5]=2[F:9])[C:12]=1[C:13]#[N:14]. Reactants: C(C1=CC=CC=C1)OC(=O)C=1C=C(CN2CCC(CC2)N2C(NC3=CC=CC=C3C2C2=CC=CC=C2)=O)C=CC1 (3-[1-(3-benzyloxycarbonylbenzyl)piperidin-4-yl]-4-phenyl-3,4-dihydro-2(1H)-quinazolinone), [H][H] (hydrogen). The reagents and catalysts are [C].[Pd] (palladium-carbon). Run in C(C)(=O)O (acetic acid). Product: C(=O)(O)C=1C=C(CN2CCC(CC2)N2C(NC3=CC=CC=C3C2C2=CC=CC=C2)=O)C=CC1 (3-[1-(3-carboxybenzyl)piperidin-4-yl]-4-phenyl-3,4-dihydro-2(1H)-quinazolinone). Isolated yield 77.3%. Reaction SMILES: C([O:8][C:9]([C:11]1[CH:12]=[C:13]([CH:38]=[CH:39][CH:40]=1)[CH2:14][N:15]1[CH2:20][CH2:19][CH:18]([N:21]2[CH:30]([C:31]3[CH:36]=[CH:35][CH:34]=[CH:33][CH:32]=3)[C:29]3[C:24](=[CH:25][CH:26]=[CH:27][CH:28]=3)[NH:23][C:22]2=[O:37])[CH2:17][CH2:16]1)=[O:10])C1C=CC=CC=1.[H][H]>C(O)(=O)C.[C].[Pd]>[C:9]([C:11]1[CH:12]=[C:13]([CH:38]=[CH:39][CH:40]=1)[CH2:14][N:15]1[CH2:16][CH2:17][CH:18]([N:21]2[CH:30]([C:31]3[CH:32]=[CH:33][CH:34]=[CH:35][CH:36]=3)[C:29]3[C:24](=[CH:25][CH:26]=[CH:27][CH:28]=3)[NH:23][C:22]2=[O:37])[CH2:19][CH2:20]1)([OH:10])=[O:8] |f:3.4|. Procedure details: To a solution of 700 mg (1.32 mmol) of 3-[1-(3-benzyloxycarbonylbenzyl)piperidin-4-yl]-4-phenyl-3,4-dihydro-2(1H)-quinazolinone in acetic acid was added 50 mg 10 % palladium-carbon, and the mixture was stirred for 5 hours in a hydrogen atmosphere at ambient temperature. The reaction mixture was filtered through cerite, and the filtrate was concentrated in vacuo. The resulting crude crystals were recrystallized from ethanol to give 450 mg (1.02 mmol) of the title compound. Reactants: C1(=CC=CC=C1)CS(=O)(=O)C=1C=C2CC(NC2=CC1)=O (5-phenylmethanesulfonyl-1,3-dihydro-indol-2-one), OC1CCN(CC1)C(CC=1C(=C(NC1C)C=O)C)=O (4-[2-(4-hydroxy-piperidin-1-yl)-2-oxo-ethyl]-3,5-dimethyl-1H-pyrrole-2-carbaldehyde), N1CCCCC1 (piperidine). Solvent: C(C)O (ethanol). Conditions: time 48 hour. The product is OC1CCN(CC1)C(CC=1C(=C(NC1C)\C=C\1/C(NC2=CC=C(C=C12)S(=O)(=O)CC1=CC=CC=C1)=O)C)=O (3-[1-{4-[2-(4-Hydroxy-piperidin-1-yl)-2-oxo-ethyl]-3,5-dimethyl-1H-pyrrol-2-yl}-meth-(Z)-ylidene]-5-phenylmethanesulfonyl-1,3-dihydro-indol-2-one). RXN SMILES: [C:1]1([CH2:7][S:8]([C:11]2[CH:12]=[C:13]3[C:17](=[CH:18][CH:19]=2)[NH:16][C:15](=[O:20])[CH2:14]3)(=[O:10])=[O:9])[CH:6]=[CH:5][CH:4]=[CH:3][CH:2]=1.[OH:21][CH:22]1[CH2:27][CH2:26][N:25]([C:28](=[O:39])[CH2:29][C:30]2[C:31]([CH3:38])=[C:32]([CH:36]=O)[NH:33][C:34]=2[CH3:35])[CH2:24][CH2:23]1.N1CCCCC1>C(O)C>[OH:21][CH:22]1[CH2:27][CH2:26][N:25]([C:28](=[O:39])[CH2:29][C:30]2[C:31]([CH3:38])=[C:32](/[CH:36]=[C:14]3\[C:15](=[O:20])[NH:16][C:17]4[C:13]\3=[CH:12][C:11]([S:8]([CH2:7][C:1]3[CH:2]=[CH:3][CH:4]=[CH:5][CH:6]=3)(=[O:10])=[O:9])=[CH:19][CH:18]=4)[NH:33][C:34]=2[CH3:35])[CH2:24][CH2:23]1. Procedure details: A mixture of 5-phenylmethanesulfonyl-1,3-dihydro-indol-2-one (100 mg, 0.35 mmol), 4-[2-(4-hydroxy-piperidin-1-yl)-2-oxo-ethyl]-3,5-dimethyl-1H-pyrrole-2-carbaldehyde (180 mg, 0.68 mmol) and piperidine (0.5 eq.) in ethanol (2 mL) was stirred at rt for 48 hours. The reaction was concentrated and triturated with methanol to give the titled compound as an orangish-red solid. Starting materials: C1(=CC=CC=C1)C (toluene), [H-].[Na+] (sodium hydride), C1N(CCN2C1C1=C(CC3=C2C=CC=C3)C=CC=C1)CCCCCCO (6-(1,2,3,4,10,14b-hexahydrodibenzo[c,f]pyrazino[1,2 -a]azepin-2-yl)hexanol), BrCC(=O)OC (methyl bromoacetate). Run at temperature 40 celsius, time 2 hour. Yields the product C1N(CCN2C1C1=C(CC3=C2C=CC=C3)C=CC=C1)CCCCCCOCC(=O)OCC (Ethyl 6-(1,2,3,4,10,14b-hexahydrodibenzo[c,f]pyrazino[1,2-a]azepin-2-yl)hexyloxyacetate). The yield is 18.0%. As a reaction SMILES: [H-].[Na+].[CH2:3]1[CH:8]2[C:9]3[CH:21]=[CH:20][CH:19]=[CH:18][C:10]=3[CH2:11][C:12]3[CH:17]=[CH:16][CH:15]=[CH:14][C:13]=3[N:7]2[CH2:6][CH2:5][N:4]1[CH2:22][CH2:23][CH2:24][CH2:25][CH2:26][CH2:27][OH:28].Br[CH2:30][C:31]([O:33][CH3:34])=[O:32].[C:35]1(C)C=CC=CC=1>>[CH2:3]1[CH:8]2[C:9]3[CH:21]=[CH:20][CH:19]=[CH:18][C:10]=3[CH2:11][C:12]3[CH:17]=[CH:16][CH:15]=[CH:14][C:13]=3[N:7]2[CH2:6][CH2:5][N:4]1[CH2:22][CH2:23][CH2:24][CH2:25][CH2:26][CH2:27][O:28][CH2:30][C:31]([O:33][CH2:34][CH3:35])=[O:32] |f:0.1|. Reported procedure: 060 g of a 55% w/w dispersion of sodium hydride in mineral oil was added to a solution of 0.40 g of 6-(1,2,3,4,10,14b-hexahydrodibenzo[c,f]pyrazino[1,2 -a]azepin-2-yl)hexanol (prepared as described in Example 18) dissolved in 10 m of toluene, under an atmosphere of nitrogen. The mixture was stirred at 40° C. for 2 hours and then cooled with ice, after which 0.229 g of methyl bromoacetate were added, and the mixture was stirred at 40° C. for a further 4 hours. At the end of this time, the reactio...